Dataset: the Open Reaction Database (ORD), a public repository of structured organic reaction records. Task: describe an organic reaction: reactants, conditions, products, and yield The reactants are [OH-].[Na+] (sodium hydroxide), O (Water), COC=1C=C2C(=CC=NC2=CC1OCC1OC1)OC=1C(=NC(=C(C1)C)C)C1=NC(=CC=C1)C (3-(6-Methoxy-7-oxiranylmethoxy-quinolin-4-yloxy)-5,6,6′-trimethyl-[2,2′]bipyridine), COC=1C=C2C(=CC=NC2=CC1OCC1OC1)OC=1C(=NC(=C(C1)C)C)C1=NC(=CC=C1)C (3-(6-Methoxy-7-oxiranylmethoxy-quinolin-4-yloxy)-5,6,6′-trimethyl-[2,2′]bipyridine), FC(C(=O)O)(F)F (trifluoroacetic acid). The solvent is C(Cl)Cl (methylene chloride). Reaction conditions: temperature 0 celsius, time 30 minute. Product: COC=1C=C2C(=CC=NC2=CC1OCC(CO)O)OC=1C(=NC(=C(C1)C)C)C1=NC(=CC=C1)C (3-[6-Methoxy-4-(5,6,6′-trimethyl-[2,2′]bipyridin-3-yloxy)-quinolin-7-yloxy]-propane-1,2-diol). Isolated yield 61.0%. As a reaction SMILES: [CH3:1][O:2][C:3]1[CH:4]=[C:5]2[C:10](=[CH:11][C:12]=1[O:13][CH2:14][CH:15]1[CH2:17][O:16]1)[N:9]=[CH:8][CH:7]=[C:6]2[O:18][C:19]1[C:20]([C:27]2[CH:32]=[CH:31][CH:30]=[C:29]([CH3:33])[N:28]=2)=[N:21][C:22]([CH3:26])=[C:23]([CH3:25])[CH:24]=1.FC(F)(F)C(O)=[O:37].[OH-].[Na+].O>C(Cl)Cl>[CH3:1][O:2][C:3]1[CH:4]=[C:5]2[C:10](=[CH:11][C:12]=1[O:13][CH2:14][CH:15]([OH:16])[CH2:17][OH:37])[N:9]=[CH:8][CH:7]=[C:6]2[O:18][C:19]1[C:20]([C:27]2[CH:32]=[CH:31][CH:30]=[C:29]([CH3:33])[N:28]=2)=[N:21][C:22]([CH3:26])=[C:23]([CH3:25])[CH:24]=1 |f:2.3|. Reported procedure: 3-(6-Methoxy-7-oxiranylmethoxy-quinolin-4-yloxy)-5,6,6′-trimethyl-[2,2′]bipyridine (compound 446) (75 mg) was dissolved in methylene chloride (2 ml) to prepare a solution. The solution was brought to 0° C., trifluoroacetic acid (1 ml) was added thereto, and the mixture was stirred at 0° C. for 30 min and then at room temperature for 4 hr. The reaction solution was brought to 0° C., was stirred and was made alkaline by the addition of a 10% aqueous sodium hydroxide solution. Water was added there... Reactants: C#CCC1C(=O)NC=CN1S(=O)(=O)c1cccc(C(F)(F)F)c1, C#CCC1C(=O)NCCN1S(=O)(=O)c1ccccc1. The product is C#CCC1C(=O)NCCN1S(=O)(=O)c1cccc(C(F)(F)F)c1. RXN SMILES: [F:20][C:21]([c:22]1[cH:23][c:24]([S:28](=[O:29])(=[O:30])[N:31]2[CH:32]([CH2:38][C:39]#[CH:40])[C:33](=[O:37])[NH:34][CH:35]=[CH:36]2)[cH:25][cH:26][cH:27]1)([F:41])[F:42].[c:1]1([S:2]([N:3]2[CH2:4][CH2:5][NH:6][C:7](=[O:8])[CH:9]2[CH2:10][C:11]#[CH:12])(=[O:13])=[O:14])[cH:15][cH:16][cH:17][cH:18][cH:19]1>>[F:20][C:21]([c:22]1[cH:23][c:24]([S:28](=[O:29])(=[O:30])[N:31]2[CH:32]([CH2:38][C:39]#[CH:40])[C:33](=[O:37])[NH:34][CH2:35][CH2:36]2)[cH:25][cH:26][cH:27]1)([F:41])[F:42]. Reactants: ClCCl, CC(C)=O, N#CCCCl, NS(N)(=O)=O, O, Cc1ccc(S(=O)(=O)O)cc1. The product is N=C(CCCl)NS(N)(=O)=O, Cc1ccc(S(=O)(=O)O)cc1. As a reaction SMILES: [CH2:23]([Cl:24])[Cl:25].[CH3:26][C:27](=[O:28])[CH3:29].[Cl:18][CH2:19][CH2:20][C:21]#[N:22].[NH2:1][S:2]([NH2:3])(=[O:4])=[O:5].[OH2:6].[c:7]1([CH3:17])[cH:8][cH:9][c:10]([S:13](=[O:14])(=[O:15])[OH:16])[cH:11][cH:12]1>>[NH2:1][S:2]([NH:3][C:21]([CH2:20][CH2:19][Cl:18])=[NH:22])(=[O:4])=[O:5].[c:7]1([CH3:17])[cH:8][cH:9][c:10]([S:13](=[O:14])(=[O:15])[OH:16])[cH:11][cH:12]1.